From a dataset of the Open Reaction Database (ORD), a public repository of structured organic reaction records. describe an organic reaction: reactants, conditions, products, and yield Starting materials: N(=NC(=O)OCC)C(=O)OCC (diethyl azodicarboxylate), C(C1=CC=CC=C1)OCCCCCCC(C(=O)O)CCCCCCOCC1=CC=CC=C1 (2,2-bis(6-benzyloxyhexyl)acetic acid), FC1=C(C=CC=C1F)C1=CC=C(C=C1)OCCCCCCCCCCCO (2,3-difluoro-4'-[11-hydroxyundecyl]oxybiphenyl), C1(=CC=CC=C1)P(C1=CC=CC=C1)C1=CC=CC=C1 (triphenylphosphine), resultant mixture. Solvent: O1CCCC1 (tetrahydrofuran). Conditions: time 8 hour. The product is C(C1=CC=CC=C1)OCCCCCCC(C(=O)OCCCCCCCCCCCOC1=CC=C(C=C1)C1=C(C(=CC=C1)F)F)CCCCCCOCC1=CC=CC=C1 (11-[2,3-difluorobiphenyl-4'-yl]oxyundecyl 2,2-bis(6-benzyloxyhexyl)acetate). Yield: 91.9%. RXN SMILES: [CH2:1]([O:8][CH2:9][CH2:10][CH2:11][CH2:12][CH2:13][CH2:14][CH:15]([CH2:19][CH2:20][CH2:21][CH2:22][CH2:23][CH2:24][O:25][CH2:26][C:27]1[CH:32]=[CH:31][CH:30]=[CH:29][CH:28]=1)[C:16]([OH:18])=[O:17])[C:2]1[CH:7]=[CH:6][CH:5]=[CH:4][CH:3]=1.[F:33][C:34]1[C:39]([F:40])=[CH:38][CH:37]=[CH:36][C:35]=1[C:41]1[CH:46]=[CH:45][C:44]([O:47][CH2:48][CH2:49][CH2:50][CH2:51][CH2:52][CH2:53][CH2:54][CH2:55][CH2:56][CH2:57][CH2:58]O)=[CH:43][CH:42]=1.C1(P(C2C=CC=CC=2)C2C=CC=CC=2)C=CC=CC=1.N(C(OCC)=O)=NC(OCC)=O>O1CCCC1>[CH2:26]([O:25][CH2:24][CH2:23][CH2:22][CH2:21][CH2:20][CH2:19][CH:15]([CH2:14][CH2:13][CH2:12][CH2:11][CH2:10][CH2:9][O:8][CH2:1][C:2]1[CH:3]=[CH:4][CH:5]=[CH:6][CH:7]=1)[C:16]([O:18][CH2:58][CH2:57][CH2:56][CH2:55][CH2:54][CH2:53][CH2:52][CH2:51][CH2:50][CH2:49][CH2:48][O:47][C:44]1[CH:43]=[CH:42][C:41]([C:35]2[CH:36]=[CH:37][CH:38]=[C:39]([F:40])[C:34]=2[F:33])=[CH:46][CH:45]=1)=[O:17])[C:27]1[CH:28]=[CH:29][CH:30]=[CH:31][CH:32]=1. Reported procedure: First, 3.0 g of 2,2-bis(6-benzyloxyhexyl)acetic acid, 2.8 g of 2,3-difluoro-4'-[11-hydroxyundecyl]oxybiphenyl, 2.2 g of triphenylphosphine, and 50 ml of tetrahydrofuran were placed in a 100 ml flask. Then, 1.4 g of diethyl azodicarboxylate was added dropwise to the mixture at 5° C. The resultant mixture was allowed to warm to room temperature and stirred for 8 hours. The reaction mixture was concentrated, and the residue was purified by silica gel column chromatography (eluent: ethyl acetate/hex... Reactants: CC(C)(C)OC(=O)CBr, O=C(O)CN1CCCN(C2CCN(C(=O)OCc3ccccc3)CC2)C1=O, CCCC[N+](CCCC)(CCCC)CCCC, CC(C)(C)[O-], ClCCl, [I-], [K+], C1CCOC1. Yields the product O=C(OCc1ccccc1)N1CCC(N2CCCNC2=O)CC1. As a reaction SMILES: [Br:34][CH2:35][C:36]([O:37][C:38]([CH3:39])([CH3:40])[CH3:41])=[O:42].[CH2:1]([c:2]1[cH:3][cH:4][cH:5][cH:6][cH:7]1)[O:8][C:9](=[O:10])[N:11]1[CH2:12][CH2:13][CH:14]([N:17]2[C:18](=[O:27])[N:19]([CH2:23][C:24]([OH:25])=[O:26])[CH2:20][CH2:21][CH2:22]2)[CH2:15][CH2:16]1.[CH2:52]([N+:53]([CH2:54][CH2:55][CH2:56][CH3:57])([CH2:58][CH2:59][CH2:60][CH3:61])[CH2:62][CH2:63][CH2:64][CH3:65])[CH2:66][CH2:67][CH3:68].[CH3:28][C:29]([CH3:30])([O-:31])[CH3:32].[Cl:48][CH2:49][Cl:50].[I-:51].[K+:33].[O:43]1[CH2:44][CH2:45][CH2:46][CH2:47]1>>[CH2:1]([c:2]1[cH:3][cH:4][cH:5][cH:6][cH:7]1)[O:8][C:9](=[O:10])[N:11]1[CH2:12][CH2:13][CH:14]([N:17]2[C:18](=[O:27])[NH:19][CH2:20][CH2:21][CH2:22]2)[CH2:15][CH2:16]1.